This data is from the Open Reaction Database (ORD), a public repository of structured organic reaction records. The task is: describe an organic reaction: reactants, conditions, products, and yield Reactants: OC(=O)C(F)(F)F.C(C)(C)N1N=CN=C1C=1SC=2CCOC3=C(C2N1)C=CC(=C3)C3CCNCC3 (2-(2-isopropyl-2H-[1,2,4]triazol-3-yl)-8-piperidin-4-yl-4,5-dihydro-6-oxa-3-thia-1-aza-benzo[e]azulene TFA salt), C([O-])([O-])=O.[K+].[K+] (potassium carbonate), C(C)(C)(C)NC(CCl)=O (N-tert-butyl-2-chloroacetamide). Run in C(Cl)Cl (DCM), O (water), C1CCOC1 (THF). Run at time 65 hour. Yields the product C(C)(C)(C)NC(CN1CCC(CC1)C1=CC2=C(C=3N=C(SC3CCO2)C=2N(N=CN2)C(C)C)C=C1)=O (N-tert-Butyl-2-{4-[2-(2-isopropyl-2H-[1,2,4]triazol-3-yl)-4,5-dihydro-6-oxa-3-thia-1-aza-benzo[e]azulen-8-yl]-piperidin-1-yl}-acetamide). Isolated yield 63.4%. RXN SMILES: OC(C(F)(F)F)=O.[CH:8]([N:11]1[C:15]([C:16]2[S:17][C:18]3[CH2:19][CH2:20][O:21][C:22]4[CH:29]=[C:28]([CH:30]5[CH2:35][CH2:34][NH:33][CH2:32][CH2:31]5)[CH:27]=[CH:26][C:23]=4[C:24]=3[N:25]=2)=[N:14][CH:13]=[N:12]1)([CH3:10])[CH3:9].C(=O)([O-])[O-].[K+].[K+].[C:42]([NH:46][C:47](=[O:50])[CH2:48]Cl)([CH3:45])([CH3:44])[CH3:43]>C1COCC1.C(Cl)Cl.O>[C:42]([NH:46][C:47](=[O:50])[CH2:48][N:33]1[CH2:34][CH2:35][CH:30]([C:28]2[CH:27]=[CH:26][C:23]3[C:24]4[N:25]=[C:16]([C:15]5[N:11]([CH:8]([CH3:10])[CH3:9])[N:12]=[CH:13][N:14]=5)[S:17][C:18]=4[CH2:19][CH2:20][O:21][C:22]=3[CH:29]=2)[CH2:31][CH2:32]1)([CH3:45])([CH3:44])[CH3:43] |f:0.1,2.3.4|. Procedure: To a solution of 2-(2-isopropyl-2H-[1,2,4]triazol-3-yl)-8-piperidin-4-yl-4,5-dihydro-6-oxa-3-thia-1-aza-benzo[e]azulene 375 TFA salt (250 mg, 0.49 mmol) in THF (5 mL) was added potassium carbonate (136 mg, 0.98 mmol) followed by N-tert-butyl-2-chloroacetamide (81 mg, 0.54 mmol). The reaction mixture was stirred for 65 hours before being diluted with DCM and water. The organic layer was dried over anhydrous magnesium sulfate and concentrated in vacuo. The resulting residue was purified by silica ... Reactants: Cl, [K+], O=N[O-], Nc1ccc(OC(F)(F)C(F)Cl)cn1, [Na+], [OH-], O. Yields the product FC(Cl)C(F)(F)Oc1ccc(Cl)nc1. Reaction SMILES: [ClH:21].[K+:20].[N:1]([O-:2])=[O:3].[NH2:5][c:6]1[n:7][cH:8][c:9]([O:12][C:13]([CH:14]([F:15])[Cl:16])([F:17])[F:18])[cH:10][cH:11]1.[Na+:4].[OH-:19].[OH2:22]>>[c:6]1([Cl:21])[n:7][cH:8][c:9]([O:12][C:13]([CH:14]([F:15])[Cl:16])([F:17])[F:18])[cH:10][cH:11]1. Reactants: ClCCl, FC(F)(F)c1ccccc1CN1CCNCC1, O=CCCc1cc(-c2cccc(Oc3ccccc3)c2)no1. The product is FC(F)(F)c1ccccc1CN1CCN(CCCc2cc(-c3cccc(Oc4ccccc4)c3)no2)CC1. Reaction SMILES: [CH2:40]([Cl:41])[Cl:42].[F:23][C:24]([c:25]1[c:26]([CH2:27][N:28]2[CH2:29][CH2:30][NH:31][CH2:32][CH2:33]2)[cH:34][cH:35][cH:36][cH:37]1)([F:38])[F:39].[O:1]([c:2]1[cH:3][cH:4][cH:5][cH:6][cH:7]1)[c:8]1[cH:9][c:10](-[c:14]2[n:15][o:16][c:17]([CH2:19][CH2:20][CH:21]=[O:22])[cH:18]2)[cH:11][cH:12][cH:13]1>>[O:1]([c:2]1[cH:3][cH:4][cH:5][cH:6][cH:7]1)[c:8]1[cH:9][c:10](-[c:14]2[n:15][o:16][c:17]([CH2:19][CH2:20][CH2:21][N:31]3[CH2:30][CH2:29][N:28]([CH2:27][c:26]4[c:25]([C:24]([F:23])([F:38])[F:39])[cH:37][cH:36][cH:35][cH:34]4)[CH2:33][CH2:32]3)[cH:18]2)[cH:11][cH:12][cH:13]1. Reactants: CC(N)c1ccc(Br)cc1, CCOC(=O)CC(=O)O, ClCCl, On1nnc2ccccc21. Yields the product CCOC(=O)CC(=O)NC(C)c1ccc(Br)cc1. As a reaction SMILES: [Br:1][c:2]1[cH:3][cH:4][c:5]([CH:8]([CH3:9])[NH2:10])[cH:6][cH:7]1.[C:11]([CH2:12][C:13](=[O:14])[OH:15])(=[O:16])[O:17][CH2:18][CH3:19].[Cl:30][CH2:31][Cl:32].[OH:20][n:21]1[c:22]2[c:23]([cH:24][cH:25][cH:26][cH:27]2)[n:28][n:29]1>>[Br:1][c:2]1[cH:3][cH:4][c:5]([CH:8]([CH3:9])[NH:10][C:13]([CH2:12][C:11](=[O:16])[O:17][CH2:18][CH3:19])=[O:14])[cH:6][cH:7]1. Run in C(C)O (ethanol), C(C)O (ethanol). The reactants are N(=[N+]=[N-])C1=CC=C(C(=O)NCC(F)(F)F)C=C1 (4-azido-N-(2,2,2-trifluoroethyl)benzamide), O=C(CC(=O)OCC)CC=C (ethyl 3-oxohex-5-enoate), [O-]CC.[Na+] (sodium ethoxide). Reaction SMILES: [N:1]([C:4]1[CH:17]=[CH:16][C:7]([C:8]([NH:10][CH2:11][C:12]([F:15])([F:14])[F:13])=[O:9])=[CH:6][CH:5]=1)=[N+:2]=[N-:3].O=[C:19]([CH2:26][CH:27]=[CH2:28])[CH2:20][C:21]([O:23]CC)=[O:22].[O-]CC.[Na+]>C(O)C>[CH:26](/[C:19]1[N:1]([C:4]2[CH:5]=[CH:6][C:7]([C:8]([NH:10][CH2:11][C:12]([F:14])([F:13])[F:15])=[O:9])=[CH:16][CH:17]=2)[N:2]=[N:3][C:20]=1[C:21]([OH:23])=[O:22])=[CH:27]\[CH3:28] |f:2.3|. Procedure: To a solution of 4-azido-N-(2,2,2-trifluoroethyl)benzamide (2.44 g) obtained in Example 46a) in ethanol (40 ml) were added ethyl 3-oxohex-5-enoate (Tetrahedron Lett., 41, 8803-8806 (2000)) (2.10 g) synthesized separately and 20% sodium ethoxide in ethanol solution (4.6 ml), and the mixture was stirred at room temperature overnight. The solvent was evaporated under reduced pressure, and the residue was diluted with water and washed with ether. The aqueous layer was acidified with 1N hydrochloric ... The product is C(=C\C)/C1=C(N=NN1C1=CC=C(C=C1)C(=O)NCC(F)(F)F)C(=O)O (5-[(1E)-prop-1-en-1-yl]-1-(4-{[(2,2,2-trifluoroethyl)amino]carbonyl}phenyl)-1H-1,2,3-triazole-4-carboxylic acid). Reactants: CC(C)OC1=C(OC2=C1C=CC=C2)C(=O)O (3-(1-methylethoxy)-2-benzofurancarboxylic acid), C(=O)(N1C=NC=C1)N1C=NC=C1 (1,1'-carbonyldiimidazole), C(C1=CC=CC=C1)N (benzylamine). Run in C(C)(=O)OCC (ethyl acetate), O1CCCC1 (tetrahydrofuran). Reaction conditions: time 8 hour. Yields the product CC(C)OC1=C(OC2=C1C=CC=C2)C(=O)NCC2=CC=CC=C2 (3-(1-methylethoxy)-N-(phenylmethyl)-2-benzofurancarboxamide). Yield: 78.0%. Reaction SMILES: [CH3:1][CH:2]([O:4][C:5]1[C:9]2[CH:10]=[CH:11][CH:12]=[CH:13][C:8]=2[O:7][C:6]=1[C:14]([OH:16])=O)[CH3:3].C(N1C=CN=C1)(N1C=CN=C1)=O.[CH2:29]([NH2:36])[C:30]1[CH:35]=[CH:34][CH:33]=[CH:32][CH:31]=1>O1CCCC1.C(OCC)(=O)C>[CH3:3][CH:2]([O:4][C:5]1[C:9]2[CH:10]=[CH:11][CH:12]=[CH:13][C:8]=2[O:7][C:6]=1[C:14]([NH:36][CH2:29][C:30]1[CH:35]=[CH:34][CH:33]=[CH:32][CH:31]=1)=[O:16])[CH3:1]. Procedure details: A solution of 3-(1-methylethoxy)-2-benzofurancarboxylic acid (250 mg, 1.14 mmol) and 1,1'-carbonyldiimidazole (240 mg, 1.48 mmol) in 7 mL of tetrahydrofuran is heated at reflux for 1 hour. The reaction solution is cooled to room temperature and benzylamine (0.75 mL, 6.84 mmol) is added and the reaction mixture is stirred at room temperature overnight. The reaction is diluted with ethyl acetate and washed with brine. The organic phase is dried over magnesium sulfate, filtered, and concentrated in...